Dataset: the Open Reaction Database (ORD), a public repository of structured organic reaction records. Task: describe an organic reaction: reactants, conditions, products, and yield Starting materials: ClC=1C(=C(C=C(C1)C1=CC=C(C=C1)C(F)(F)F)C(=O)O)OC (5-Chloro-4-methoxy-4′-trifluoromethyl-biphenyl-3-carboxylic acid), ClC=1C=C(C=CC1F)C1=CC=C(C=C1)C[C@H](C1=NC(=NO1)C)N (2-(3′-chloro-4′-fluoro-biphenyl-4-yl)-1-(R)-(3-methyl-[1,2,4]oxadiazol-5-yl)-ethylamine). Yields the product ClC=1C=C(C=CC1F)C1=CC=C(C=C1)C[C@H](C1=NC(=NO1)C)NC(=O)C=1C=C(C=C(C1OC)Cl)C1=CC=C(C=C1)C(F)(F)F (5-Chloro-4-methoxy-4′-trifluoromethyl-biphenyl-3-carboxylic acid [2-(3′-chloro-4′-fluoro-biphenyl-4-yl)-1-(R)-(3-methyl-[1,2,4]oxadiazol-5-yl)-ethyl]-amide). Yield: 64.7%. RXN SMILES: [Cl:1][C:2]1[C:3]([O:21][CH3:22])=[C:4]([C:18](O)=[O:19])[CH:5]=[C:6]([C:8]2[CH:13]=[CH:12][C:11]([C:14]([F:17])([F:16])[F:15])=[CH:10][CH:9]=2)[CH:7]=1.[Cl:23][C:24]1[CH:25]=[C:26]([C:31]2[CH:36]=[CH:35][C:34]([CH2:37][C@@H:38]([NH2:45])[C:39]3[O:43][N:42]=[C:41]([CH3:44])[N:40]=3)=[CH:33][CH:32]=2)[CH:27]=[CH:28][C:29]=1[F:30]>>[Cl:23][C:24]1[CH:25]=[C:26]([C:31]2[CH:36]=[CH:35][C:34]([CH2:37][C@@H:38]([NH:45][C:18]([C:4]3[CH:5]=[C:6]([C:8]4[CH:9]=[CH:10][C:11]([C:14]([F:15])([F:16])[F:17])=[CH:12][CH:13]=4)[CH:7]=[C:2]([Cl:1])[C:3]=3[O:21][CH3:22])=[O:19])[C:39]3[O:43][N:42]=[C:41]([CH3:44])[N:40]=3)=[CH:33][CH:32]=2)[CH:27]=[CH:28][C:29]=1[F:30]. Procedure: 5-Chloro-4-methoxy-4′-trifluoromethyl-biphenyl-3-carboxylic acid [2-(3′-chloro-4′-fluoro-biphenyl-4-yl)-1-(R)-(3-methyl-[1,2,4]oxadiazol-5-yl)-ethyl]-amide (0.5 g) was prepared from 5-Chloro-4-methoxy-4′-trifluoromethyl-biphenyl-3-carboxylic acid (0.4 g, 1.2 mmol) and 2-(3′-chloro-4′-fluoro-biphenyl-4-yl)-1-(R)-(3-methyl-[1,2,4]oxadiazol-5-yl)-ethylamine (0.4 g, 1.2 mmol) according to the general procedure A. Starting materials: C1(CCC2=CC=CC=C12)C(=O)O (indane-1-carboxylic acid), C(C)(C)[N-]C(C)C.[Li+] (lithium diisopropylamide), CI (methyl iodide), CCOC(=O)C.CCCCCC (EtOAc hexane). Solvent: C1CCOC1 (THF), C1CCOC1 (THF), C1CCOC1 (THF). Run at temperature -20 celsius. Product: CC1(CCC2=CC=CC=C12)C(=O)O (1-methyl-1-indanecarboxylic acid). As a reaction SMILES: [CH:1]1([C:10]([OH:12])=[O:11])[C:9]2[C:4](=[CH:5][CH:6]=[CH:7][CH:8]=2)[CH2:3][CH2:2]1.[CH:13]([N-]C(C)C)(C)C.[Li+].CI.CCOC(C)=O.CCCCCC>C1COCC1>[CH3:13][C:1]1([C:10]([OH:12])=[O:11])[C:9]2[C:4](=[CH:5][CH:6]=[CH:7][CH:8]=2)[CH2:3][CH2:2]1 |f:1.2,4.5|. Reported procedure: A solution of indane-1-carboxylic acid (4.1 g, 25.3 mmol) in THF (30 ml) was added in portions to a solution of lithium diisopropylamide in THF (2M, 27.8 ml, 55.6 mmol) with stirring at −20° C. The solution was then stirred at 35° C. for 1 hour, then cooled again to −20° C. and a solution of methyl iodide (2.05 ml, 32.89 mmol) in THF (10 ml) was added. The light yellow solution was warmed at 35° C. for 4 hours before extracting between HCl (2M) and EtOAc to yield the crude product (4.5 g) as a b...